From a dataset of the Open Reaction Database (ORD), a public repository of structured organic reaction records. describe an organic reaction: reactants, conditions, products, and yield Starting materials: CC1CNCC(C)N1, CCOC(C)=O, CCCCCC, CC#N, O=[N+]([O-])c1ccc(F)cc1. Product: CC1CN(c2ccc([N+](=O)[O-])cc2)CC(C)N1. RXN SMILES: [CH3:11][CH:12]1[NH:13][CH:14]([CH3:18])[CH2:15][NH:16][CH2:17]1.[CH3:19][CH2:20][O:21][C:22]([CH3:23])=[O:24].[CH3:25][CH2:26][CH2:27][CH2:28][CH2:29][CH3:30].[CH3:31][C:32]#[N:33].[N+:1](=[O:2])([O-:3])[c:4]1[cH:5][cH:6][c:7]([F:10])[cH:8][cH:9]1>>[N+:1](=[O:2])([O-:3])[c:4]1[cH:5][cH:6][c:7]([N:16]2[CH2:15][CH:14]([CH3:18])[NH:13][CH:12]([CH3:11])[CH2:17]2)[cH:8][cH:9]1. Starting materials: C(C)(C)(C)OC(=O)N1CCC(CC1)NC1=NC2=NC=CN=C2C(=N1)C1=CC=CC=C1 (4-(4-phenyl-pteridin-2-ylamino)-piperidine-1-carboxylic acid tert-butyl ester), Cl (HCl). Solvent: O1CCOCC1 (dioxane). Yields the product Cl.Cl.C1(=CC=CC=C1)C1=NC(=NC2=NC=CN=C12)NC1CCNCC1 ((4-Phenyl-pteridin-2-yl)-piperidin-4-yl-amine dihydrochloride). Reaction SMILES: C(OC([N:8]1[CH2:13][CH2:12][CH:11]([NH:14][C:15]2[N:24]=[C:23]([C:25]3[CH:30]=[CH:29][CH:28]=[CH:27][CH:26]=3)[C:22]3[C:17](=[N:18][CH:19]=[CH:20][N:21]=3)[N:16]=2)[CH2:10][CH2:9]1)=O)(C)(C)C.[ClH:31]>O1CCOCC1>[ClH:31].[ClH:31].[C:25]1([C:23]2[C:22]3[C:17](=[N:18][CH:19]=[CH:20][N:21]=3)[N:16]=[C:15]([NH:14][CH:11]3[CH2:12][CH2:13][NH:8][CH2:9][CH2:10]3)[N:24]=2)[CH:26]=[CH:27][CH:28]=[CH:29][CH:30]=1 |f:3.4.5|. Procedure details: A solution of 4-(4-phenyl-pteridin-2-ylamino)-piperidine-1-carboxylic acid tert-butyl ester (0.5 g, 1.23 mmol) in 4 M HCl in dioxane (20 mL) was stirred at rt for 2 h. The solvent was removed under reduced pressure and the crude product used in the consecutive step without further purification assuming quantitative deprotection and formation of the dihydrochloride salt. MS (ISP): 307.5 [M+H]+. Starting materials: CC1CCC(=O)CC1, CC1CCC(O)CC1, O=C1CCCCC1, OC1CCCCC1. Yields the product CC1CCOC(=O)CC1. As a reaction SMILES: [CH3:1][CH:2]1[CH2:3][CH2:4][C:5](=[O:8])[CH2:6][CH2:7]1.[CH3:9][CH:10]1[CH2:11][CH2:12][CH:13]([OH:16])[CH2:14][CH2:15]1.[O:17]=[C:18]1[CH2:19][CH2:20][CH2:21][CH2:22][CH2:23]1.[OH:24][CH:25]1[CH2:26][CH2:27][CH2:28][CH2:29][CH2:30]1>>[CH3:1][CH:2]1[CH2:3][CH2:4][O:8][C:5](=[O:16])[CH2:6][CH2:7]1. Starting materials: COC1=CC=CC=2C(=COC21)CCO (2-(7-methoxy-1-benzofuran-3-yl)ethanol), C1(=CC=CC=C1)P(C1=CC=CC=C1)C1=CC=CC=C1 (triphenylphosphine), II (iodine), N1C=NC=C1 (imidazole). The solvent is C1CCOC1 (THF). Conditions: time 4 hour. Product: COC1=CC=CC=2C(=COC21)CCI (2-(7-methoxy-1-benzofuran-3-yl)ethyl iodide). RXN SMILES: [CH3:1][O:2][C:3]1[C:11]2[O:10][CH:9]=[C:8]([CH2:12][CH2:13]O)[C:7]=2[CH:6]=[CH:5][CH:4]=1.C1(P(C2C=CC=CC=2)C2C=CC=CC=2)C=CC=CC=1.[I:34]I.N1C=CN=C1>C1COCC1>[CH3:1][O:2][C:3]1[C:11]2[O:10][CH:9]=[C:8]([CH2:12][CH2:13][I:34])[C:7]=2[CH:6]=[CH:5][CH:4]=1. Procedure details: To a stirred solution of 2-(7-methoxy-1-benzofuran-3-yl)ethanol (960 mg, 5 mmol) in anhydrous THF (50 ml), triphenylphosphine (1.572 g, 6 mmol), iodine (1.518 g, 6 mmol) and imidazole (408 mg, 6 mmol) were added at room temperature. The reaction mixture was stirred at room temperature for 4 hrs and quenched with water. The mixture was then extracted with chloroform, washed well with 5% Na2S2O3 solution and the organic layer dried over anhydrous MgSO4. It was then filtered and concentrated. The r... Starting materials: [BH4-], CCOC(=O)c1ccc(N2C(=O)N(C3CC3)C3(CCCCCC3)C2=O)cc1, C1CCOC1, CO, [Na+]. Product: CCOC(=O)c1ccc(N2CC3(CCCCCC3)N(C3CC3)C2=O)cc1. As a reaction SMILES: [BH4-:28].[CH2:1]([CH3:2])[O:3][C:4]([c:5]1[cH:6][cH:7][c:8]([N:11]2[C:12](=[O:26])[N:13]([CH:23]3[CH2:24][CH2:25]3)[C:14]3([C:15]2=[O:16])[CH2:17][CH2:18][CH2:19][CH2:20][CH2:21][CH2:22]3)[cH:9][cH:10]1)=[O:27].[CH2:30]1[O:31][CH2:32][CH2:33][CH2:34]1.[CH3:35][OH:36].[Na+:29]>>[CH2:1]([CH3:2])[O:3][C:4]([c:5]1[cH:6][cH:7][c:8]([N:11]2[C:12](=[O:26])[N:13]([CH:23]3[CH2:24][CH2:25]3)[C:14]3([CH2:15]2)[CH2:17][CH2:18][CH2:19][CH2:20][CH2:21][CH2:22]3)[cH:9][cH:10]1)=[O:27]. Starting materials: ClC(C(=O)OC)[C@@H](CC)O (methyl (3R)-2-chloro-3-hydroxypentanoate), ClC(C(=O)OC)[C@@H](CC)O (Methyl (3R)-2-Chloro-3-hydroxypentanoate), ClC(C(=O)OC)[C@@H](CC)O (methyl (3R)-2-chloro-3-hydroxypentanoate), C[O-].[Na+] (sodium methoxide). Solvent: CO (methanol), CO (methanol), CO (methanol). Reaction conditions: time 1 hour. Yields the product O1[C@H](C(=O)OC)[C@H]1CC (Methyl (2S,3R)-2,3-Epoxypentanoate). The yield is 82.9%. RXN SMILES: Cl[CH:2]([C@H:7]([OH:10])[CH2:8][CH3:9])[C:3]([O:5][CH3:6])=[O:4].C[O-].[Na+]>CO>[O:10]1[C@H:7]([CH2:8][CH3:9])[C@H:2]1[C:3]([O:5][CH3:6])=[O:4] |f:1.2|. Procedure: To 130 ml of a methanol solution of 25.5 g (0.153 mol) of the methyl (3R)-2-chloro-3-hydroxypentanoate obtained in (2) above was added dropwise 30 g (0.155 mol) of a 28% methanol solution of sodium methoxide at 0 to 5° C., followed by stirring at room temperature for 1 hour. After confirming disappearance of the methyl (3R)-2-chloro-3-hydroxypentanoate by TLC, methanol was evaporated. The concentrate was cooled, adjusted to pH 8 to 9 with 120 ml of a phosphate buffer, and extracted with 300 ml o... The reactants are O=CC(=O)O, SCCCS, O, Cc1ccc(S(=O)(=O)O)cc1, c1ccccc1. Yields the product O=C(O)C1SCCCS1. As a reaction SMILES: [C:6]([CH:7]=[O:8])(=[O:9])[OH:10].[CH2:1]([CH2:2][CH2:3][SH:4])[SH:5].[OH2:22].[c:11]1([CH3:12])[cH:13][cH:14][c:15]([S:16]([OH:17])(=[O:18])=[O:19])[cH:20][cH:21]1.[cH:23]1[cH:24][cH:25][cH:26][cH:27][cH:28]1>>[CH2:1]1[CH2:2][CH2:3][S:4][CH:7]([C:6](=[O:9])[OH:10])[S:5]1. Starting materials: [Si](C)(C)(C(C)(C)C)O[C@H]1C[C@@H](C[C@H]1CO[Si](C)(C)C(C)(C)C)OC1=C2N=CN(C2=NC=N1)C1OCCCC1 (6-{[(1R,3S,4S)-3-{[tert-butyl(dimethyl)silyl]oxy}-4-({[tert-butyl(dimethyl)silyl]oxy}methyl)cyclopentyl]oxy}-9-(tetrahydro-2H-pyran-2-yl)-9H-purine), C1CCOC1 (THF), IN1C(CCC1=O)=O (N-Iodosuccinimide). Procedure: To a solution of 6-{[(1R,3S,4S)-3-{[tert-butyl(dimethyl)silyl]oxy}-4-({[tert-butyl(dimethyl)silyl]oxy}methyl)cyclopentyl]oxy}-9-(tetrahydro-2H-pyran-2-yl)-9H-purine (288 mg, 0.000512 mol) in THF (10 mL, 0.1 mol) was added N-Iodosuccinimide (0.576 g, 0.00256 mol), and the mixture was heated at 70° C. overnight. The reaction was cooled, quenched by addition of saturated aqueous NaHSO3 and the mixture was extracted with DCM (3×), washed with water, brine dried (Na2SO4), filtered and concentrated. T... Reaction SMILES: [Si:1]([O:8][C@@H:9]1[C@H:13]([CH2:14][O:15][Si:16]([C:19]([CH3:22])([CH3:21])[CH3:20])([CH3:18])[CH3:17])[CH2:12][C@@H:11]([O:23][C:24]2[N:32]=[CH:31][N:30]=[C:29]3[C:25]=2[N:26]=[CH:27][N:28]3[CH:33]2[CH2:38][CH2:37][CH2:36][CH2:35][O:34]2)[CH2:10]1)([C:4]([CH3:7])([CH3:6])[CH3:5])([CH3:3])[CH3:2].C1COCC1.[I:44]N1C(=O)CCC1=O>>[Si:1]([O:8][C@@H:9]1[C@H:13]([CH2:14][O:15][Si:16]([C:19]([CH3:20])([CH3:21])[CH3:22])([CH3:17])[CH3:18])[CH2:12][C@@H:11]([O:23][C:24]2[N:32]=[CH:31][N:30]=[C:29]3[C:25]=2[N:26]=[C:27]([I:44])[N:28]3[CH:33]2[CH2:38][CH2:37][CH2:36][CH2:35][O:34]2)[CH2:10]1)([C:4]([CH3:6])([CH3:7])[CH3:5])([CH3:2])[CH3:3]. Yields the product [Si](C)(C)(C(C)(C)C)O[C@H]1C[C@@H](C[C@H]1CO[Si](C)(C)C(C)(C)C)OC1=C2N=C(N(C2=NC=N1)C1OCCCC1)I (6-{[(1R,3S,4S)-3-{[tert-butyl(dimethyl)silyl]oxy}-4-({[tert-butyl(dimethyl)silyl]-oxy}methyl)cyclopentyl]oxy}-8-iodo-9-(tetrahydro-2H-pyran-2-yl)-9H-purine). Run at temperature 70 celsius. The reactants are CC(CCl)=C ((2'-methylallyl) chloride), [Br-] (bromide), C1(=CC=CC=C1)N1C(CC(NC2=C1C=C(C=C2)Cl)=O)=O (1-phenyl 8-chloro 1,2,4,5-tetrahydro 2,4-dioxo 3H-1,5-benzodiazepine). Yields the product C1(=CC=CC=C1)N1C(CC(N(C2=C1C=C(C=C2)Cl)CC(=C)C)=O)=O (1-phenyl 5-(2'-methylallyl) 8-chloro 1,2,4,5-tetrahydro 2,4-dioxo 3H-1,5-benzodiazepine). As a reaction SMILES: [CH3:1][C:2](=[CH2:5])[CH2:3]Cl.[Br-].[C:7]1([N:13]2[C:19]3[CH:20]=[C:21]([Cl:24])[CH:22]=[CH:23][C:18]=3[NH:17][C:16](=[O:25])[CH2:15][C:14]2=[O:26])[CH:12]=[CH:11][CH:10]=[CH:9][CH:8]=1>>[C:7]1([N:13]2[C:19]3[CH:20]=[C:21]([Cl:24])[CH:22]=[CH:23][C:18]=3[N:17]([CH2:3][C:2]([CH3:5])=[CH2:1])[C:16](=[O:25])[CH2:15][C:14]2=[O:26])[CH:12]=[CH:11][CH:10]=[CH:9][CH:8]=1. Reported procedure: In the same manner, by acting (2'-methylallyl) chloride or bromide in the presence of a metallation agent, starting from 1-phenyl 8-chloro 1,2,4,5-tetrahydro 2,4-dioxo 3H-1,5-benzodiazepine, there is obtained 1-phenyl 5-(2'-methylallyl) 8-chloro 1,2,4,5-tetrahydro 2,4-dioxo 3H-1,5-benzodiazepine ##STR3## melting at 149°-151° C. upon recrystallisation in 50% ethanol.